The task is: describe an organic reaction: reactants, conditions, products, and yield. This data is from the Open Reaction Database (ORD), a public repository of structured organic reaction records. The reactants are C1(CCCCC1)N=C=NC1CCCCC1 (dicyclohexylcarbodiimide), SC=1SCCN1 (2-mercaptothiazoline), COCOC1=C(C=C(C=C1)CCC(=O)O)OC (3-(4-methoxymethoxy-3-methoxyphenyl)propionic acid). Reagents/catalysts: CN(C1=CC=NC=C1)C (4-dimethylaminopyridine). Solvent: ClCCl (dichloromethane). Reaction conditions: time 15 hour. Yields the product COCOC1=C(C=C(C=C1)CCC(=O)N1C(SCC1)=S)OC (N-[3-(4-methoxymethoxy-3-methoxyphenyl)propanoyl]-thiazolidine-2thione). Reaction SMILES: [SH:1][C:2]1[S:3][CH2:4][CH2:5][N:6]=1.C1(N=C=NC2CCCCC2)CCCCC1.[CH3:22][O:23][CH2:24][O:25][C:26]1[CH:31]=[CH:30][C:29]([CH2:32][CH2:33][C:34](O)=[O:35])=[CH:28][C:27]=1[O:37][CH3:38]>ClCCl.CN(C)C1C=CN=CC=1>[CH3:22][O:23][CH2:24][O:25][C:26]1[CH:31]=[CH:30][C:29]([CH2:32][CH2:33][C:34]([N:6]2[CH2:5][CH2:4][S:3][C:2]2=[S:1])=[O:35])=[CH:28][C:27]=1[O:37][CH3:38]. Procedure: In an atmosphere of argon 4.03 g of 3-(4-methoxymethoxy-3-methoxyphenyl)propionic acid and 1.79 g of 2-mercaptothiazoline were dissolved in 80 ml of dichloromethane followed by the addition of 3.10 g of dicyclohexylcarbodiimide and 0.21 g of 4-dimethylaminopyridine. The mixture was stirred at room temperature for 15 hours, and the reaction mixture was filtered. The filtrate was washed with a 1N aqueous sodium hydroxide, water and saturated aqueous sodium chloride and dried over anhydrous magnesi...